This data is from the Open Reaction Database (ORD), a public repository of structured organic reaction records. The task is: describe an organic reaction: reactants, conditions, products, and yield The reactants are [BH4-].[Li+] (Lithium borohydride), [OH-].[Na+] (sodium hydroxide), CO (methanol), C1(=C(C=CC=C1)NC(=O)OC1CCN(CC1)CCN(C(CCCCCC(=O)OC)=O)C)C1=CC=CC=C1 (Methyl 7-[(2-{4-[(biphenyl-2-ylcarbamoyl)oxy]piperidin-1-yl}ethyl)(methyl)amino]-7-oxoheptanoate). Solvent: O1CCCC1 (tetrahydrofuran), O1CCCC1 (tetrahydrofuran). Conditions: time 2 day. Yields the product C1(=C(C=CC=C1)NC(OC1CCN(CC1)CCN(C)C(CCCCCCO)=O)=O)C1=CC=CC=C1 (1-{2-[(7-Hydroxyheptanoyl)(methyl)amino]ethyl}piperidin-4-yl biphenyl-2-ylcarbamate). The yield is 75.2%. RXN SMILES: [BH4-].[Li+].CO.[C:5]1([C:36]2[CH:41]=[CH:40][CH:39]=[CH:38][CH:37]=2)[CH:10]=[CH:9][CH:8]=[CH:7][C:6]=1[NH:11][C:12]([O:14][CH:15]1[CH2:20][CH2:19][N:18]([CH2:21][CH2:22][N:23]([CH3:35])[C:24](=[O:34])[CH2:25][CH2:26][CH2:27][CH2:28][CH2:29][C:30](OC)=[O:31])[CH2:17][CH2:16]1)=[O:13].[OH-].[Na+]>O1CCCC1>[C:5]1([C:36]2[CH:37]=[CH:38][CH:39]=[CH:40][CH:41]=2)[CH:10]=[CH:9][CH:8]=[CH:7][C:6]=1[NH:11][C:12](=[O:13])[O:14][CH:15]1[CH2:16][CH2:17][N:18]([CH2:21][CH2:22][N:23]([C:24](=[O:34])[CH2:25][CH2:26][CH2:27][CH2:28][CH2:29][CH2:30][OH:31])[CH3:35])[CH2:19][CH2:20]1 |f:0.1,4.5|. Procedure details: Lithium borohydride (39 mg, 1.80 mmol) was suspended in tetrahydrofuran (6 mL), methanol (73 μL, 1.80 mmol) and a solution of the compound (235 mg, 0.450 mmol) obtained in Example 39a in tetrahydrofuran (7 mL) was added, and the mixture was stirred at room temperature for 2 days. A 1 N aqueous sodium hydroxide solution was added to the reaction mixture, and the mixture was extracted with ethyl acetate (×3). The organic layer was washed with saturated sodium chloride solution and dried with anhyd... Reactants: C1COCCN1, C1CCOC1, CO, CC(=O)Cc1cccc(-c2ccn3ccnc3c2)n1. Yields the product CC(Cc1cccc(-c2ccn3ccnc3c2)n1)N1CCOCC1. As a reaction SMILES: [CH2:20]1[CH2:21][O:22][CH2:23][CH2:24][NH:25]1.[CH2:26]1[O:27][CH2:28][CH2:29][CH2:30]1.[CH3:31][OH:32].[n:1]1[cH:2][cH:3][n:4]2[c:5]1[cH:6][c:7](-[c:10]1[cH:11][cH:12][cH:13][c:14]([CH2:16][C:17]([CH3:18])=[O:19])[n:15]1)[cH:8][cH:9]2>>[n:1]1[cH:2][cH:3][n:4]2[c:5]1[cH:6][c:7](-[c:10]1[cH:11][cH:12][cH:13][c:14]([CH2:16][CH:17]([CH3:18])[N:25]3[CH2:20][CH2:21][O:22][CH2:23][CH2:24]3)[n:15]1)[cH:8][cH:9]2.